Dataset: the Open Reaction Database (ORD), a public repository of structured organic reaction records. Task: describe an organic reaction: reactants, conditions, products, and yield Reactants: BrB(Br)Br, CCOCC, ClCCl, Cl, COc1ccccc1-c1cccc2cc(C(=O)NC3CN4CCC3CC4)oc12, [Na+], [OH-], O. Yields the product O=C(NC1CN2CCC1CC2)c1cc2cccc(-c3ccccc3O)c2o1. Reaction SMILES: [B:1]([Br:2])([Br:3])[Br:4].[CH3:34][CH2:35][O:36][CH2:37][CH3:38].[Cl:41][CH2:42][Cl:43].[ClH:5].[N:6]12[CH2:7][CH:8]([NH:14][C:15](=[O:16])[c:17]3[o:18][c:19]4[c:20]([cH:21]3)[cH:22][cH:23][cH:24][c:25]4-[c:26]3[c:27]([O:32][CH3:33])[cH:28][cH:29][cH:30][cH:31]3)[CH:9]([CH2:10][CH2:11]1)[CH2:12][CH2:13]2.[Na+:40].[OH-:39].[OH2:44]>>[N:6]12[CH2:7][CH:8]([NH:14][C:15](=[O:16])[c:17]3[o:18][c:19]4[c:20]([cH:21]3)[cH:22][cH:23][cH:24][c:25]4-[c:26]3[c:27]([OH:32])[cH:28][cH:29][cH:30][cH:31]3)[CH:9]([CH2:10][CH2:11]1)[CH2:12][CH2:13]2. Reported procedure: Starting from 4-[2-(cyclopropylmethoxy)-4-fluorophenyl]-N-[(3R*,4S*)-3-hydroxypiperidin-4-yl]-6-methyl-5H-pyrrolo[3,2-d]pyrimidine-7-carboxamide hydrochloride (example D.f11) and commercially available methoxy-acetyl chloride the title compound is obtained as colorless solid. Product: C1(CC1)COC1=C(C=CC(=C1)F)C=1C2=C(N=CN1)C(=C(N2)C)C(=O)N[C@@H]2[C@H](CN(CC2)C(COC)=O)O (4-[2-(Cyclopropylmethoxy)-4-fluorophenyl]-N-[(3S*,4S*)-3-hydroxy-1-(methoxyacetyl)piperidin-4-yl]-6-methyl-5H-pyrrolo[3,2-d]pyrimidine-7-carboxamide). Reactants: Cl.C1(CC1)COC1=C(C=CC(=C1)F)C=1C2=C(N=CN1)C(=C(N2)C)C(=O)N[C@@H]2[C@@H](CNCC2)O (4-[2-(cyclopropylmethoxy)-4-fluorophenyl]-N-[(3R*,4S*)-3-hydroxypiperidin-4-yl]-6-methyl-5H-pyrrolo[3,2-d]pyrimidine-7-carboxamide hydrochloride), COCC(=O)Cl (methoxy-acetyl chloride). RXN SMILES: Cl.[CH:2]1([CH2:5][O:6][C:7]2[CH:12]=[C:11]([F:13])[CH:10]=[CH:9][C:8]=2[C:14]2[C:15]3[NH:22][C:21]([CH3:23])=[C:20]([C:24]([NH:26][C@H:27]4[CH2:32][CH2:31][NH:30][CH2:29][C@H:28]4[OH:33])=[O:25])[C:16]=3[N:17]=[CH:18][N:19]=2)[CH2:4][CH2:3]1.[CH3:34][O:35][CH2:36][C:37](Cl)=[O:38]>>[CH:2]1([CH2:5][O:6][C:7]2[CH:12]=[C:11]([F:13])[CH:10]=[CH:9][C:8]=2[C:14]2[C:15]3[NH:22][C:21]([CH3:23])=[C:20]([C:24]([NH:26][C@H:27]4[CH2:32][CH2:31][N:30]([C:37](=[O:38])[CH2:36][O:35][CH3:34])[CH2:29][C@@H:28]4[OH:33])=[O:25])[C:16]=3[N:17]=[CH:18][N:19]=2)[CH2:4][CH2:3]1 |f:0.1|. Starting materials: FC(C(=O)O)(F)F (trifluoroacetic acid), C(C)(C)(C)OC(NC1CN(CC1)C=1C=NC(=CC1)F)=O ([1-(6-fluoropyridin-3-yl)-pyrrolidin-3-yl]-carbamic acid tert-butyl ester), ClCCl (dichloromethane). Conditions: time 1 hour. Yields the product Cl.FC1=CC=C(C=N1)N1C[C@H](CC1)N ((S)-1-(6-fluoropyridin-3-yl)-pyrrolidin-3-ylamine hydrochloride). Isolated yield 70.0%. RXN SMILES: FC(F)(F)C(O)=O.C(OC(=O)[NH:14][CH:15]1[CH2:19][CH2:18][N:17]([C:20]2[CH:21]=[N:22][C:23]([F:26])=[CH:24][CH:25]=2)[CH2:16]1)(C)(C)C.[Cl:28]CCl>>[ClH:28].[F:26][C:23]1[N:22]=[CH:21][C:20]([N:17]2[CH2:18][CH2:19][C@H:15]([NH2:14])[CH2:16]2)=[CH:25][CH:24]=1 |f:3.4|. Reported procedure: Add trifluoroacetic acid (5 mL) to a solution of [1-(6-fluoropyridin-3-yl)-pyrrolidin-3-yl]-carbamic acid tert-butyl ester (840 mg, 3.0 mmol) in dichloromethane (5 mL). Stir for 1 h then concentrate to dryness. Dissolve the residue in methanol and pass through a column of Dowex® 1x2-200 (Cl− form). Concentrate the residue and crystallize from methanol and acetone to give (S)-1-(6-fluoropyridin-3-yl)-pyrrolidin-3-ylamine hydrochloride as a tan solid (453 mg, 70%). Starting materials: C(C)(=O)OCC (ethyl acetate), ClCC1(NC(OC1)=O)C (4-(chloromethyl)-4-methyloxazolidin-2-one), C(C)(=S)[O-].[K+] (potassium thioacetate). The solvent is hexanes, CN(C=O)C (N,N-dimethylformamide). Conditions: temperature 90 celsius. Yields the product C(C)(SCC1(NC(OC1)=O)C)=O (S-(4-Methyl-2-oxooxazolidin-4-yl)methyl ethanethioate). The yield is 45.7%. RXN SMILES: Cl[CH2:2][C:3]1([CH3:9])[CH2:7][O:6][C:5](=[O:8])[NH:4]1.[C:10]([O-:13])(=[S:12])[CH3:11].[K+].C(OCC)(=O)C>CN(C)C=O>[C:10](=[O:13])([S:12][CH2:2][C:3]1([CH3:9])[CH2:7][O:6][C:5](=[O:8])[NH:4]1)[CH3:11] |f:1.2|. Procedure details: To a solution of 4-(chloromethyl)-4-methyloxazolidin-2-one (10.22 g, 68.32 mmol) in N,N-dimethylformamide (100 ml) was added potassium thioacetate (9.07 g, 79.6 mmol). The suspension was heated to 90° C. for 18 hour, cooled to room temperature, and concentrated in vacuo. The residue was suspended in 400 ml ethyl acetate, washed three times with 100 ml saturated NaHCO3, 100 ml saturated NaCl, dried on MgSO4, and concentrated in vacuo. Flash chromatography (30% to 100% ethyl acetate in hexanes) af... Reactants: I(=O)(=O)(=O)[O-].[Na+] (Sodium periodate), P(=O)(O)(O)O.N[C@@H](CCCNC(N)=N)C(=O)O (arginine phosphate), OCC(O)CO (Glycerol), C(O)CN (ethanolamine). The product is O=C[C@H](O)[C@@H](O)[C@@H](O)[C@H](O)CO (galactose). As a reaction SMILES: I([O-])(=O)(=O)=O.[Na+].[OH:7][CH2:8][CH:9]([CH2:11][OH:12])[OH:10].[CH2:13]([CH2:15]N)[OH:14].P(O)(O)(O)=[O:18].N[C@H]([C:31](O)=[O:32])CCCNC(=N)N>>[O:7]=[CH:8][C@@H:9]([C@H:11]([C@H:13]([C@@H:15]([CH2:31][OH:32])[OH:18])[OH:14])[OH:12])[OH:10] |f:0.1,4.5|. Reported procedure: Recombinant t-PA (1 mg/ml in 0.2 M arginine phosphate buffer, pH 6) was cooled in an ice bath. Sodium periodate was added to a concentration of 10 mM and the mixture was kept in the dark for 1 hour at 4° C. Glycerol (100 mM) and ethanolamine (50 mM) were added to quench the reaction. The sample was then dialyzed exhaustively against pH 6 arginine phosphate buffer, filtered through a 0.22 micron filter (Millipore) and stored at 4° C. Sodium periodate causes oxidation of carbohydrate residues that... Reactants: COC(=O)N1CC[C@@H]2[C@](CCC[C@H]12)(C#CC=1C=C(C=CC1)C)O ((3aS,4R,7aS)-4-hydroxy-4-m-tolylethynyl-octahydro-indole-1-carboxylic acid methyl ester), CN(CCCC(=O)O)C (4-dimethylamino butyric acid). Product: COC(=O)N1CC[C@H]2[C@@](CCC[C@@H]12)(C#CC=1C=C(C=CC1)C)OC(CCCN(C)C)=O ((3aR,4S,7aR)-4-(4-dimethylamino-butyryloxy)-4-m-tolylethynyl-octahydro-indole-1-carboxylic acid methyl ester). Reaction SMILES: [CH3:1][O:2][C:3]([N:5]1[C@@H:13]2[C@@H:8]([C@@:9]([OH:23])([C:14]#[C:15][C:16]3[CH:17]=[C:18]([CH3:22])[CH:19]=[CH:20][CH:21]=3)[CH2:10][CH2:11][CH2:12]2)[CH2:7][CH2:6]1)=[O:4].[CH3:24][N:25]([CH3:32])[CH2:26][CH2:27][CH2:28][C:29](O)=[O:30]>>[CH3:1][O:2][C:3]([N:5]1[C@H:13]2[C@H:8]([C@:9]([O:23][C:29](=[O:30])[CH2:28][CH2:27][CH2:26][N:25]([CH3:32])[CH3:24])([C:14]#[C:15][C:16]3[CH:17]=[C:18]([CH3:22])[CH:19]=[CH:20][CH:21]=3)[CH2:10][CH2:11][CH2:12]2)[CH2:7][CH2:6]1)=[O:4]. Procedure: Synthesis in analogy to the General Method 1 starting from (3aS,4R,7aS)-4-hydroxy-4-m-tolylethynyl-octahydro-indole-1-carboxylic acid methyl ester and 4-dimethylamino butyric acid to yield (3aR,4S,7aR)-4-(4-dimethylamino-butyryloxy)-4-m-tolylethynyl-octahydro-indole-1-carboxylic acid methyl ester. MS [M+H] 427; RT 5.026 min; LC-MS Method II Product: ClC=1C=C(C=C(C1)Cl)C1(CC(=NO1)C1=CC(=C(C(=O)NCC(CO)O)C=C1)C)C (4-[5-(3,5-dichloro-phenyl)-5-methyl-4,5-dihydro-isoxazol-3-yl]-N-(2,3-dihydroxy-propyl)-2-methylbenzamide). Yield: 84.2%. The reactants are S(O)(O)(=O)=O (Sulfuric acid), ClC=1C=C(C=C(C1)Cl)C1(CC(=NO1)C1=CC(=C(C(=O)NCC2OC(OC2)(C)C)C=C1)C)C (4-[5-(3,5-dichloro-phenyl)-5-methyl-4,5-dihydro-isoxazol-3-yl]-N-(2,2-dimethyl-[1,3]dioxolane-4-ylmethyl)-2-methylbenzamide). The solvent is CO (methanol). RXN SMILES: S(=O)(=O)(O)O.[Cl:6][C:7]1[CH:8]=[C:9]([C:14]2([CH3:37])[O:18][N:17]=[C:16]([C:19]3[CH:35]=[CH:34][C:22]([C:23]([NH:25][CH2:26][CH:27]4[CH2:31][O:30]C(C)(C)[O:28]4)=[O:24])=[C:21]([CH3:36])[CH:20]=3)[CH2:15]2)[CH:10]=[C:11]([Cl:13])[CH:12]=1>CO>[Cl:13][C:11]1[CH:10]=[C:9]([C:14]2([CH3:37])[O:18][N:17]=[C:16]([C:19]3[CH:35]=[CH:34][C:22]([C:23]([NH:25][CH2:26][CH:27]([OH:28])[CH2:31][OH:30])=[O:24])=[C:21]([CH3:36])[CH:20]=3)[CH2:15]2)[CH:8]=[C:7]([Cl:6])[CH:12]=1. Reported procedure: A solution of 10% Sulfuric acid (0.1 ml) and 4-[5-(3,5-dichloro-phenyl)-5-methyl-4,5-dihydro-isoxazol-3-yl]-N-(2,2-dimethyl-[1,3]dioxolane-4-ylmethyl)-2-methylbenzamide (1 g, 1.9 mmol) in methanol (50 ml) was stirred at 70° C. for 4 hours. The solvent was evaporated and the crude mixture was diluted with ethyl acetate (100 ml), washed with a saturated aqueous solution of sodium hydrogencarbonate (20 ml×2) and then with water (50 ml). The combined organic extracts were dried over sodium sulfate a... The reactants are NC1=C(C(=O)O)C=C(C(=C1)F)I (2-amino-4-fluoro-5-iodo-benzoic acid), one, O1CCOCC1 (dioxane). Run in hexanes. Product: FC=1C=C2C(C(=O)OC(N2)=O)=CC1I (4-Fluoro-5-iodo-isatoic anhydride). Yield: 90.0%. As a reaction SMILES: [NH2:1][C:2]1[CH:10]=[C:9]([F:11])[C:8]([I:12])=[CH:7][C:3]=1[C:4]([OH:6])=[O:5].[O:13]1CCOC[CH2:14]1>>[F:11][C:9]1[CH:10]=[C:2]2[NH:1][C:14](=[O:13])[O:6][C:4](=[O:5])[C:3]2=[CH:7][C:8]=1[I:12]. Procedure: Anhydrous dioxane (0.5 litres), 2-amino-4-fluoro-5-iodo-benzoic acid (46 grams, 164 mmoles), and trichloromethylchlorofornate (97.4 grams, 492 mmoles) were added to a one litre one neck flask equipped with a magnetic stir bar and reflux condenser. The solution was placed under anhydrous nitrogen, stirred and heated to reflux for 16 hours. The reaction mixture was allowed to cool and was poured into one litre of hexanes. The solid was collected by suction filtration, washed with an additional 0.5... Starting materials: [H-].[Na+] (Sodium hydride), C(C1=CC=CC=C1)N1C(=CC2=C1C=CC=1N2C(=NN1)C)C1=CC=NN1 (6-benzyl-1-methyl-7-(1H-pyrazol-5-yl)-6H-pyrrolo[2,3-e][1,2,4]triazolo[4,3-a]pyridine), ICC (iodoethane). The solvent is CN(C)C=O (DMF). Conditions: time 10 minute. Product: C(C1=CC=CC=C1)N1C(=CC2=C1C=CC=1N2C(=NN1)C)C1=NN(C=C1)CC (6-benzyl-7-(1-ethyl-1H-pyrazol-3-yl)-1-methyl-6H-pyrrolo[2,3-e][1,2,4]triazolo[4,3-a]pyridine). Reaction SMILES: [H-].[Na+].[CH2:3]([N:10]1[C:14]2[CH:15]=[CH:16][C:17]3[N:18]([C:19]([CH3:22])=[N:20][N:21]=3)[C:13]=2[CH:12]=[C:11]1[C:23]1[NH:27][N:26]=[CH:25][CH:24]=1)[C:4]1[CH:9]=[CH:8][CH:7]=[CH:6][CH:5]=1.I[CH2:29][CH3:30]>CN(C=O)C>[CH2:3]([N:10]1[C:14]2[CH:15]=[CH:16][C:17]3[N:18]([C:19]([CH3:22])=[N:20][N:21]=3)[C:13]=2[CH:12]=[C:11]1[C:23]1[CH:24]=[CH:25][N:26]([CH2:29][CH3:30])[N:27]=1)[C:4]1[CH:5]=[CH:6][CH:7]=[CH:8][CH:9]=1 |f:0.1|. Procedure: Sodium hydride (3.3 mg, 0.082 mmol, 60% in mineral oil) was added to a solution of 6-benzyl-1-methyl-7-(1H-pyrazol-5-yl)-6H-pyrrolo[2,3-e][1,2,4]triazolo[4,3-a]pyridine (5.4 mg, 0.016 mmol, from Example 62) in DMF (0.20 mL). After 10 minutes, iodoethane (3.9 μL, 0.049 mmol, Aldrich) was introduced. After 15 minutes reaction time, the reaction was quenched with water. The product was purified via preparative HPLC-MS (C18 eluting with a gradient of MeCN and H2O containing 0.15% NH4OH). Yield: (3.1... Starting materials: O=Cc1cccc(-c2ccccc2)c1OCc1ccccc1, O=C(OO)c1cccc(Cl)c1, ClCCl. Product: Oc1cccc(-c2ccccc2)c1OCc1ccccc1. Reaction SMILES: [CH2:1]([c:2]1[cH:3][cH:4][cH:5][cH:6][cH:7]1)[O:8][c:9]1[c:10](-[c:17]2[cH:18][cH:19][cH:20][cH:21][cH:22]2)[cH:11][cH:12][cH:13][c:14]1[CH:15]=[O:16].[Cl:23][c:24]1[cH:25][cH:26][cH:27][c:28]([C:29]([O:30][OH:32])=[O:31])[cH:33]1.[Cl:34][CH2:35][Cl:36]>>[CH2:1]([c:2]1[cH:3][cH:4][cH:5][cH:6][cH:7]1)[O:8][c:9]1[c:10](-[c:17]2[cH:18][cH:19][cH:20][cH:21][cH:22]2)[cH:11][cH:12][cH:13][c:14]1[OH:31].